From a dataset of the Open Reaction Database (ORD), a public repository of structured organic reaction records. describe an organic reaction: reactants, conditions, products, and yield Reactants: CC(=O)[O-], CC(=O)[O-], C=C(C)c1cc(C(F)(F)F)cc(S(=O)(=O)N(C)C2CCCc3c2cnn3CC(=O)OCC)c1, CCOCC, C=[N+]=[N-], C1CCOC1, [Pd+2]. Yields the product CCOC(=O)Cn1ncc2c1CCCC2N(C)S(=O)(=O)c1cc(C(F)(F)F)cc(C2(C)CC2)c1. Reaction SMILES: [C:47]([O-:48])(=[O:49])[CH3:50].[C:52]([O-:53])(=[O:54])[CH3:55].[CH2:1]([CH3:2])[O:3][C:4]([CH2:5][n:6]1[n:7][cH:8][c:9]2[c:14]1[CH2:13][CH2:12][CH2:11][CH:10]2[N:15]([CH3:16])[S:17](=[O:18])(=[O:19])[c:20]1[cH:21][c:22]([C:30](=[CH2:31])[CH3:32])[cH:23][c:24]([C:26]([F:27])([F:28])[F:29])[cH:25]1)=[O:33].[CH3:42][CH2:43][O:44][CH2:45][CH3:46].[N+:34](=[N-:35])=[CH2:36].[O:37]1[CH2:38][CH2:39][CH2:40][CH2:41]1.[Pd+2:51]>>[CH2:1]([CH3:2])[O:3][C:4]([CH2:5][n:6]1[n:7][cH:8][c:9]2[c:14]1[CH2:13][CH2:12][CH2:11][CH:10]2[N:15]([CH3:16])[S:17](=[O:18])(=[O:19])[c:20]1[cH:21][c:22]([C:30]2([CH3:36])[CH2:31][CH2:32]2)[cH:23][c:24]([C:26]([F:27])([F:28])[F:29])[cH:25]1)=[O:33]. Run at time 2.5 hour. The product is Cl.ClC=1C=C(C=CC1Cl)C(CN(C(C1=CC=CC=C1)=O)C)CCN1CCC(CC1)C1=CC=CC=C1 (N-[2-(3,4-Dichlorophenyl)-4-(4-phenylpiperidino)butyl]-N-methylbenzamide hydrochloride). RXN SMILES: [Cl:1][C:2]1[CH:3]=[C:4]([CH:9]([CH2:21][CH2:22][N:23]2[CH2:28][CH:27]=[C:26]([C:29]3[CH:34]=[CH:33][CH:32]=[CH:31][CH:30]=3)[CH2:25][CH2:24]2)[CH2:10][N:11]([CH3:20])[C:12](=[O:19])[C:13]2[CH:18]=[CH:17][CH:16]=[CH:15][CH:14]=2)[CH:5]=[CH:6][C:7]=1[Cl:8].Cl>CO.[Pd]>[ClH:1].[Cl:1][C:2]1[CH:3]=[C:4]([CH:9]([CH2:21][CH2:22][N:23]2[CH2:24][CH2:25][CH:26]([C:29]3[CH:30]=[CH:31][CH:32]=[CH:33][CH:34]=3)[CH2:27][CH2:28]2)[CH2:10][N:11]([CH3:20])[C:12](=[O:19])[C:13]2[CH:18]=[CH:17][CH:16]=[CH:15][CH:14]=2)[CH:5]=[CH:6][C:7]=1[Cl:8] |f:4.5|. The yield is 72.9%. Solvent: CO (methanol). Reported procedure: A solution of N-[2-(3,4-dichlorophenyl)-4-(4-phenyl-1,2,3,6-tetrahydropyridin-1-yl)butyl]-N-methylbenzamide (0.28 g) in methanol (10 mL) was treated with methanolic hydrogen chloride (2 mL), and 10% (w/w) palladium on carbon (0.03 g) was added. The reaction mixture was subjected to hydrogenation at atmospheric pressure for 2.5 hours. At the end of this period, the reaction mixture was treated with additional 10% palladium on carbon (0.03 g); and the hydrogenation was continued for an additional ... Starting materials: ClC=1C=C(C=CC1Cl)C(CN(C(C1=CC=CC=C1)=O)C)CCN1CCC(=CC1)C1=CC=CC=C1 (N-[2-(3,4-dichlorophenyl)-4-(4-phenyl-1,2,3,6-tetrahydropyridin-1-yl)butyl]-N-methylbenzamide), Cl (hydrogen chloride). Reagents/catalysts: [Pd] (palladium on carbon), [Pd] (palladium on carbon). Starting materials: CC1(CCC1)NC(=O)C1CCN(CC1)C1CC2(C1)CN(CC2)C(=O)OC(C)(C)C (tert-Butyl 2-{4-[(1-methylcyclobutyl)carbamoyl]piperidin-1-yl}-6-azaspiro[3.4]octane-6-carboxylate), C(=O)(C(F)(F)F)O (TFA). Run in C(Cl)Cl (DCM). Conditions: time 1.81 minute. The product is FC(C(=O)O)(F)F.C1C(CC12CNCC2)N2CCC(CC2)C(=O)NC2(CCC2)C (1-(6-azaspiro[3.4]oct-2-yl)-N-(1-methylcyclobutyl)piperidine-4-carboxamide trifluoroacetate). Reaction SMILES: [CH3:1][C:2]1([NH:6][C:7]([CH:9]2[CH2:14][CH2:13][N:12]([CH:15]3[CH2:18][C:17]4([CH2:22][CH2:21][N:20](C(OC(C)(C)C)=O)[CH2:19]4)[CH2:16]3)[CH2:11][CH2:10]2)=[O:8])[CH2:5][CH2:4][CH2:3]1.[C:30]([OH:36])([C:32]([F:35])([F:34])[F:33])=[O:31]>C(Cl)Cl>[F:33][C:32]([F:35])([F:34])[C:30]([OH:36])=[O:31].[CH2:18]1[C:17]2([CH2:22][CH2:21][NH:20][CH2:19]2)[CH2:16][CH:15]1[N:12]1[CH2:11][CH2:10][CH:9]([C:7]([NH:6][C:2]2([CH3:1])[CH2:5][CH2:4][CH2:3]2)=[O:8])[CH2:14][CH2:13]1 |f:3.4|. Reported procedure: LCMS (Method A): m/z 406 (M+H)+ (ES+), at 1.81 min, UV inactive tert-Butyl 2-{4-[(1-methylcyclobutyl)carbamoyl]piperidin-1-yl}-6-azaspiro[3.4]octane-6-carboxylate (0.627 g, 1.55 mmol) was dissolved in DCM (8 mL) and TFA (2 mL) was added. The reaction mixture was stirred at rt overnight under nitrogen, then the solvents were removed in vacuo, to give 1-(6-azaspiro[3.4]oct-2-yl)-N-(1-methylcyclobutyl)piperidine-4-carboxamide trifluoroacetate as a dark yellow oil which was used directly without fur... Product: C(=O)C1=CC=C2C(=N1)COC21CN(C1)C(=O)OC(C)(C)C (tert-butyl 2′-formyl-7′H-spiro[azetidine-3,5′-furo[3,4-b]pyridine]-1-carboxylate). Reaction SMILES: C([C:3]1([C:22]([O-])=[O:23])[NH:8][C:7]2[CH2:9][O:10][C:11]3([CH2:14][N:13]([C:15]([O:17][C:18]([CH3:21])([CH3:20])[CH3:19])=[O:16])[CH2:12]3)[C:6]=2[CH:5]=[CH:4]1)C.CC(C[AlH]CC(C)C)C.C1(C)C=CC=CC=1>C(Cl)Cl>[CH:22]([C:3]1[N:8]=[C:7]2[CH2:9][O:10][C:11]3([CH2:14][N:13]([C:15]([O:17][C:18]([CH3:21])([CH3:20])[CH3:19])=[O:16])[CH2:12]3)[C:6]2=[CH:5][CH:4]=1)=[O:23]. Procedure: To the stirred solution of 1-tert-butyl 2′-ethyl-7′H-spiro[azetidine-3,5′-furo[3,4-b]pyridine]-1,2′-dicarboxylate (0.5 g, 1.5 mmol, 1 eq.) in DCM (18 mL) at −78° C. under nitrogen atmosphere was added 25% DIBAL-H in toluene (0.64 g, 2.6 mL, 4.5 mmol, 3 eq.). Resulting reaction mixture was stirred at −78° C. for 1 hour under nitrogen atmosphere. After complete consumption of starting material, reaction mixture was quenched by methanol (1.5 mL) followed by addition of saturated solution of sodium ... Solvent: C(Cl)Cl (DCM). Reactants: C(C)C1(C=CC2=C(N1)COC21CN(C1)C(=O)OC(C)(C)C)C(=O)[O-] (1-tert-butyl 2′-ethyl-7′H-spiro[azetidine-3,5′-furo[3,4-b]pyridine]-1,2′-dicarboxylate), CC(C)C[AlH]CC(C)C (DIBAL-H), C1(=CC=CC=C1)C (toluene). The yield is 57.4%. Conditions: temperature -78 celsius, time 1 hour. The solvent is O (water). Product: C(N)(=O)C1=CC=C(CP(OCC)(OCC)=O)C=C1 (Diethyl 4-carbamoylbenzylphosphonate). Procedure details: The compound (44.83 g, 0.264 mol) obtained in Example 1, triethyl phosphite (53.21 g, 0.320 mol), potassium iodide (39.4 g, 0.237 mol) and acetonitrile (224 mL) were charged and stirred under reflux for 4 hrs. The reaction mixture was allowed to return to room temperature, and water (336 mL) was added. The mixture was concentrated under reduced pressure, and the residue (315 g) was stirred at room temperature for 1 hr. and under ice-cooling for 1 hr. The crystals were collected by filtration, wa... Yield: 93.3%. Starting materials: ClCC1=CC=C(C(=O)N)C=C1 (4-(chloromethyl)benzamide), P(OCC)(OCC)OCC (triethyl phosphite), [I-].[K+] (potassium iodide), C(C)#N (acetonitrile). As a reaction SMILES: Cl[CH2:2][C:3]1[CH:11]=[CH:10][C:6]([C:7]([NH2:9])=[O:8])=[CH:5][CH:4]=1.[P:12]([O:19]CC)([O:16][CH2:17][CH3:18])[O:13][CH2:14][CH3:15].[I-].[K+].C(#N)C>O>[C:7]([C:6]1[CH:10]=[CH:11][C:3]([CH2:2][P:12](=[O:19])([O:16][CH2:17][CH3:18])[O:13][CH2:14][CH3:15])=[CH:4][CH:5]=1)(=[O:8])[NH2:9] |f:2.3|. Starting materials: O=C(n1ccnc1)n1ccnc1, CC(C)(C)OC(=O)N1CCC(CN)CC1, CN(C)C=O, COc1cc(N)c(Cl)cc1C(=O)O. Product: COc1cc(N)c(Cl)cc1C(=O)NCC1CCN(C(=O)OC(C)(C)C)CC1. RXN SMILES: [C:1]([n:2]1[cH:3][cH:4][n:5][cH:6]1)([n:7]1[cH:8][cH:9][n:10][cH:11]1)=[O:12].[C:26]([CH3:27])([CH3:28])([CH3:29])[O:30][C:31](=[O:32])[N:33]1[CH2:34][CH2:35][CH:36]([CH2:39][NH2:40])[CH2:37][CH2:38]1.[CH3:41][N:42]([CH3:43])[CH:44]=[O:45].[NH2:13][c:14]1[cH:15][c:16]([O:24][CH3:25])[c:17]([C:18](=[O:19])[OH:20])[cH:21][c:22]1[Cl:23]>>[NH2:13][c:14]1[cH:15][c:16]([O:24][CH3:25])[c:17]([C:18](=[O:20])[NH:40][CH2:39][CH:36]2[CH2:35][CH2:34][N:33]([C:31]([O:30][C:26]([CH3:27])([CH3:28])[CH3:29])=[O:32])[CH2:38][CH2:37]2)[cH:21][c:22]1[Cl:23].